From a dataset of the Open Reaction Database (ORD), a public repository of structured organic reaction records. describe an organic reaction: reactants, conditions, products, and yield Reactants: O=C(O)CCC(=O)O, CCCCO, Cc1cccc(C2CCNCC2)c1, Cl, [I-], [K+], [Na+], [Na+], O=C([O-])[O-], ClCCCN(c1ccccc1)c1ccccc1, Cc1cccc(C2CCN(CCCN(c3ccccc3)c3ccccc3)CC2)c1. Yields the product O=C(O)C=CC(=O)O, Cc1cccc(C2CCN(CCCN(c3ccccc3)c3ccccc3)CC2)c1. RXN SMILES: [C:40]([CH2:41][CH2:42][C:43](=[O:44])[OH:45])(=[O:46])[OH:47].[CH2:77]([OH:78])[CH2:79][CH2:80][CH3:81].[CH3:19][c:20]1[cH:21][c:22]([CH:23]2[CH2:24][CH2:25][NH:26][CH2:27][CH2:28]2)[cH:29][cH:30][cH:31]1.[ClH:18].[I-:33].[K+:32].[Na+:34].[Na+:35].[O-:36][C:37](=[O:38])[O-:39].[c:1]1([N:2]([CH2:3][CH2:4][CH2:5][Cl:6])[c:7]2[cH:8][cH:9][cH:10][cH:11][cH:12]2)[cH:13][cH:14][cH:15][cH:16][cH:17]1.[c:48]1([N:54]([CH2:55][CH2:56][CH2:57][N:58]2[CH2:59][CH2:60][CH:61]([c:64]3[cH:65][c:66]([CH3:70])[cH:67][cH:68][cH:69]3)[CH2:62][CH2:63]2)[c:71]2[cH:72][cH:73][cH:74][cH:75][cH:76]2)[cH:49][cH:50][cH:51][cH:52][cH:53]1>>[C:40]([CH:41]=[CH:42][C:43](=[O:44])[OH:45])(=[O:46])[OH:47].[c:48]1([N:54]([CH2:55][CH2:56][CH2:57][N:58]2[CH2:59][CH2:60][CH:61]([c:64]3[cH:65][c:66]([CH3:70])[cH:67][cH:68][cH:69]3)[CH2:62][CH2:63]2)[c:71]2[cH:72][cH:73][cH:74][cH:75][cH:76]2)[cH:49][cH:50][cH:51][cH:52][cH:53]1.